From a dataset of the Open Reaction Database (ORD), a public repository of structured organic reaction records. describe an organic reaction: reactants, conditions, products, and yield Yields the product Cc1nnc2n1-c1ccc(C#CCn3ncc4ccccc43)cc1C(c1ccccc1F)=NC2. The reactants are C#CCn1ncc2ccccc21, CCOC(C)=O, Cc1nnc2n1-c1ccc(I)cc1C(c1ccccc1F)=NC2. As a reaction SMILES: [CH2:24]([C:25]#[CH:26])[n:27]1[n:28][cH:29][c:30]2[cH:31][cH:32][cH:33][cH:34][c:35]12.[CH3:36][CH2:37][O:38][C:39](=[O:40])[CH3:41].[F:1][c:2]1[c:3]([C:8]2=[N:9][CH2:10][c:11]3[n:12]([c:20]([CH3:23])[n:21][n:22]3)-[c:13]3[c:14]2[cH:15][c:16]([I:19])[cH:17][cH:18]3)[cH:4][cH:5][cH:6][cH:7]1>>[F:1][c:2]1[c:3]([C:8]2=[N:9][CH2:10][c:11]3[n:12]([c:20]([CH3:23])[n:21][n:22]3)-[c:13]3[c:14]2[cH:15][c:16]([C:26]#[C:25][CH2:24][n:27]2[n:28][cH:29][c:30]4[cH:31][cH:32][cH:33][cH:34][c:35]24)[cH:17][cH:18]3)[cH:4][cH:5][cH:6][cH:7]1. Product: C=CCOC(=O)N1CC(SC(C)=O)CC1C(O)c1csc2cncn12. The reactants are CC([O-])=S, C=CCOC(=O)N1CC(OS(C)(=O)=O)CC1C(O)c1csc2cncn12, Cc1ccccc1, CCOC(C)=O, [K+], CN(C)C=O. RXN SMILES: [C:1]([CH3:2])(=[S:3])[O-:4].[CH2:6]([CH:7]=[CH2:8])[O:9][C:10](=[O:11])[N:12]1[CH2:13][CH:14]([O:27][S:28]([CH3:29])(=[O:30])=[O:31])[CH2:15][CH:16]1[CH:17]([c:18]1[n:19]2[c:20]([s:21][cH:22]1)[cH:23][n:24][cH:25]2)[OH:26].[CH3:37][c:38]1[cH:39][cH:40][cH:41][cH:42][cH:43]1.[CH3:44][CH2:45][O:46][C:47](=[O:48])[CH3:49].[K+:5].[O:32]=[CH:33][N:34]([CH3:35])[CH3:36]>>[C:1]([CH3:2])([S:3][CH:14]1[CH2:13][N:12]([C:10]([O:9][CH2:6][CH:7]=[CH2:8])=[O:11])[CH:16]([CH:17]([c:18]2[n:19]3[c:20]([s:21][cH:22]2)[cH:23][n:24][cH:25]3)[OH:26])[CH2:15]1)=[O:4].